This data is from the Open Reaction Database (ORD), a public repository of structured organic reaction records. The task is: describe an organic reaction: reactants, conditions, products, and yield Yields the product C(C(=C)C)(=O)OC(CCCCCCCCCCCCCCCCC)N(C)CCCO (methacryloyloxyhydroxypropyl methyl octadecyl amine). Reported procedure: Equimolar quantities of N-methyl-N-octadecyl amine and glycidyl methacrylate were reacted together in methanol to form methacryloyloxyhydroxypropyl methyl octadecyl amine. 14.3 grams of the resultant amine were dissolved in 20 grams of dimethyl formamide and 4.2 grams of dimethyl sulfate were added slowly with stirring. After 10 days' standing at 25° C, 9 grams of crystalline material was isolated, washed with ether, and dried. The sulfate band in the crystalline product was identified in the I.... RXN SMILES: [CH3:1][NH:2][CH2:3][CH2:4][CH2:5][CH2:6][CH2:7][CH2:8][CH2:9][CH2:10][CH2:11][CH2:12][CH2:13][CH2:14][CH2:15][CH2:16][CH2:17][CH2:18][CH2:19][CH3:20].[C:21]([O:26]CC1OC1)(=[O:25])[C:22]([CH3:24])=[CH2:23]>CO>[C:21]([O:26][CH:3]([N:2]([CH2:23][CH2:22][CH2:21][OH:25])[CH3:1])[CH2:4][CH2:5][CH2:6][CH2:7][CH2:8][CH2:9][CH2:10][CH2:11][CH2:12][CH2:13][CH2:14][CH2:15][CH2:16][CH2:17][CH2:18][CH2:19][CH3:20])(=[O:25])[C:22]([CH3:24])=[CH2:23]. Reactants: CNCCCCCCCCCCCCCCCCCC (N-methyl-N-octadecyl amine), C(C(=C)C)(=O)OCC1CO1 (glycidyl methacrylate). Solvent: CO (methanol). Reactants: CS(=O)(=O)OC[C@H]1[C@@H](N(C(O1)=O)C1=CC=C(C=C1)Cl)C1=CC(=CC(=C1)F)F (((4S,5R)-3-(4-chlorophenyl)-4-(3,5-difluorophenyl)-2-oxooxazolidin-5-yl)methyl methanesulfonate), CC1=NC=C(C=C1)C=1N=NNN1 (2-methyl-5-(2H-tetrazol-5-yl)pyridine), C([O-])([O-])=O.[K+].[K+] (potassium carbonate). Solvent: C(C)#N (ACN). Run at temperature 90 celsius. The product is ClC1=CC=C(C=C1)N1C(O[C@H]([C@@H]1C1=CC(=CC(=C1)F)F)CN1N=C(N=N1)C=1C=NC(=CC1)C)=O ((4S,5S)-3-(4-chlorophenyl)-4-(3,5-difluorophenyl)-5-((5-(6-methylpyridin-3-yl)-2H-tetrazol-2-yl)methyl)oxazolidin-2-one). RXN SMILES: CS(O[CH2:6][C@@H:7]1[O:11][C:10](=[O:12])[N:9]([C:13]2[CH:18]=[CH:17][C:16]([Cl:19])=[CH:15][CH:14]=2)[C@H:8]1[C:20]1[CH:25]=[C:24]([F:26])[CH:23]=[C:22]([F:27])[CH:21]=1)(=O)=O.[CH3:28][C:29]1[CH:34]=[CH:33][C:32]([C:35]2[N:36]=[N:37][NH:38][N:39]=2)=[CH:31][N:30]=1.C(=O)([O-])[O-].[K+].[K+]>C(#N)C>[Cl:19][C:16]1[CH:15]=[CH:14][C:13]([N:9]2[C@@H:8]([C:20]3[CH:21]=[C:22]([F:27])[CH:23]=[C:24]([F:26])[CH:25]=3)[C@H:7]([CH2:6][N:37]3[N:38]=[N:39][C:35]([C:32]4[CH:31]=[N:30][C:29]([CH3:28])=[CH:34][CH:33]=4)=[N:36]3)[O:11][C:10]2=[O:12])=[CH:18][CH:17]=1 |f:2.3.4|. Reported procedure: To a small reaction tube is placed ((4S,5R)-3-(4-chlorophenyl)-4-(3,5-difluorophenyl)-2-oxooxazolidin-5-yl)methyl methanesulfonate (50 mg, 0.12 mmol), ACN (1 mL), 2-methyl-5-(2H-tetrazol-5-yl)pyridine (39 mg, 0.24 mmol), and potassium carbonate (33 mg, 0.24 mmol). The tube is capped and the reaction is heated to 90° C. for 4 h. The reaction is then quenched with water (2 mL), and extracted with EtOAc, dried over MgSO4, filtered, and concentrated. The product is purified by flash chromatography (... RXN SMILES: [C:1]([O:5][C:6](NC1C=C(C(O)=O)N(C)C=1)=[O:7])([CH3:4])([CH3:3])[CH3:2].[CH2:18]([O:27][C:28](=[O:37])[C:29]1[CH:34]=[CH:33][C:32]([CH2:35]Br)=[CH:31][CH:30]=1)[C:19]([C:21]1[CH:26]=[CH:25][CH:24]=[CH:23][CH:22]=1)=[O:20].C([N:41]([CH:44]([CH3:46])C)[CH2:42][CH3:43])(C)C.CN(C=[O:51])C>>[CH2:18]([O:27][C:28](=[O:37])[C:29]1[CH:34]=[CH:33][C:32]([CH2:35][O:51][C:44]2[NH:41][CH:42]=[CH:43][CH:46]=2)=[CH:31][C:30]=1[C:6]([O:5][C:1]([CH3:4])([CH3:3])[CH3:2])=[O:7])[C:19]([C:21]1[CH:26]=[CH:25][CH:24]=[CH:23][CH:22]=1)=[O:20]. Yields the product C(C(=O)C1=CC=CC=C1)OC(C1=C(C=C(C=C1)COC=1NC=CC1)C(=O)OC(C)(C)C)=O (Boc-pyrrolyl-4-(oxymethyl)benzoic acid phenacyl ester). Reported procedure: A solution of Boc-pyrrole-OH (8)(2.9 g 12 mmol), 4-(bromomethyl)benzoic acid phenacyl ester (22) (4 g, 12 mmol) and diisopropylethylamine (3.0 ml, 16.8 mmol) in 60 ml of DMF were stirred at 50° C. for 6 hours. The solution was cooled and partitioned between 400 ml of water and 400 ml of ethyl ether. The ether layer was washed with (2×200 ml each) of 10% citric acid, brine. saturated sodium bicarbonate and brine. The organic phase was dried with sodium sulfate and concentrated in vacuo to yield c... Starting materials: C(C)(C)(C)OC(=O)NC=1C=C(N(C1)C)C(=O)O (4-[[(tert-Butyloxy)carbonyl]- amino]-1-methylpyrrole-2-carboxylic acid), C(C(=O)C1=CC=CC=C1)OC(C1=CC=C(C=C1)CBr)=O (4-(bromomethyl)benzoic acid phenacyl ester), C(C)(C)N(CC)C(C)C (diisopropylethylamine), CN(C)C=O (DMF). The yield is 97.0%. Reactants: CS(=O)(=O)N1CCOc2ccc(CBr)cc21, CC(C)O, CCN(C(C)C)C(C)C, CC(C)(C)OC(=O)N1CCNCC1. The product is CC(C)(C)OC(=O)N1CCN(Cc2ccc3c(c2)N(S(C)(=O)=O)CCO3)CC1. RXN SMILES: [Br:1][CH2:2][c:3]1[cH:4][cH:5][c:6]2[c:7]([cH:16]1)[N:8]([S:12](=[O:13])(=[O:14])[CH3:15])[CH2:9][CH2:10][O:11]2.[CH3:39][CH:40]([OH:41])[CH3:42].[CH:30]([N:31]([CH2:32][CH3:33])[CH:34]([CH3:35])[CH3:36])([CH3:37])[CH3:38].[N:17]1([C:23](=[O:24])[O:25][C:26]([CH3:27])([CH3:28])[CH3:29])[CH2:18][CH2:19][NH:20][CH2:21][CH2:22]1>>[CH2:2]([c:3]1[cH:4][cH:5][c:6]2[c:7]([cH:16]1)[N:8]([S:12](=[O:13])(=[O:14])[CH3:15])[CH2:9][CH2:10][O:11]2)[N:20]1[CH2:19][CH2:18][N:17]([C:23](=[O:24])[O:25][C:26]([CH3:27])([CH3:28])[CH3:29])[CH2:22][CH2:21]1. Reactants: C1(CCCC1)=CC1=C(C=CC=C1)[N+](=O)[O-] (1-(cyclopentylidenemethyl)-2-nitrobenzene), C1(=CCCC1)CC1=C(C=CC=C1)[N+](=O)[O-] (1-[(cyclopent-1-enyl)methyl]-2-nitrobenzene), C1(=CCCC1)CC1=C(N)C=CC=C1 (2-[(cyclopent-1-enyl)methyl]aniline). Product: C1(CCCC1)=CC1=C(N)C=CC=C1 (2-(cyclopentylidenemethyl)aniline). As a reaction SMILES: [C:1]1(=[CH:6][C:7]2[CH:12]=[CH:11][CH:10]=[CH:9][C:8]=2[N+:13]([O-])=O)[CH2:5][CH2:4][CH2:3][CH2:2]1.C1(CC2C=CC=CC=2[N+]([O-])=O)CCCC=1.C1(CC2C=CC=CC=2N)CCCC=1>>[C:1]1(=[CH:6][C:7]2[CH:12]=[CH:11][CH:10]=[CH:9][C:8]=2[NH2:13])[CH2:2][CH2:3][CH2:4][CH2:5]1. Procedure details: In the preparation of 1-(cyclopentylidenemethyl)-2-nitrobenzene, its isomer, 1-[(cyclopent-1-enyl)methyl]-2-nitrobenzene, was also isolated and then converted to 2-[(cyclopent-1-enyl)methyl]aniline. Reactants: C(C1=CC=CC=C1)O (benzyl alcohol), CC(CC(=O)OCC)(C=C)C (ethyl 3,3-dimethyl-4-pentenoate), [O-]CC.[Na+] (sodium ethoxide). Run in C1(=CC=CC=C1)C (toluene). The product is CC(CC(=O)OCC1=CC=CC=C1)(C=C)C (benzyl 3,3-dimethyl-4-pentenoate). Yield: 63.8%. RXN SMILES: [CH2:1]([OH:8])[C:2]1[CH:7]=[CH:6][CH:5]=[CH:4][CH:3]=1.[CH3:9][C:10]([CH3:19])([CH:17]=[CH2:18])[CH2:11][C:12](OCC)=[O:13].[O-]CC.[Na+]>C1(C)C=CC=CC=1>[CH3:9][C:10]([CH3:19])([CH:17]=[CH2:18])[CH2:11][C:12]([O:8][CH2:1][C:2]1[CH:7]=[CH:6][CH:5]=[CH:4][CH:3]=1)=[O:13] |f:2.3|. Procedure details: In the manner of Example I B, 810 mg of benzyl alcohol was reacted with 1122 mg of ethyl 3,3-dimethyl-4-pentenoate in the presence of 48 mg of sodium ethoxide in 30 ml of toluene to give 1.0 g (65% yield) of benzyl 3,3-dimethyl-4-pentenoate, b.p. 92°-98°/0.1 mm. The reactants are COc4ccc3cc(N(c1ccccc1)c2ccccc2)ccc3c4 (substrate), Cn2cnc1ccccc12 (effective_coupling_partner). Reagents/catalysts: CDC. Reaction conditions: temperature 90 celsius, time 16 hour. Product: Cn6c(c4ccc3cc(N(c1ccccc1)c2ccccc2)ccc3c4)nc5ccccc56. Starting materials: C1(=CC=CC=C1)[C@H](C)NC1=NC=CC(=N1)N1C=NC2=C1C=CC(=C2)N2C(NCC2)=O (2-[(S)-1-Phenylethylamino]-4-[5-(imidazolidin-2-on-1-yl)benzimidazol-1-yl]pyrimidine), [H-].[Na+] (NaH), IC (iodomethane). The solvent is CN(C)C=O (DMF). Product: C1(=CC=CC=C1)[C@H](C)NC1=NC=CC(=N1)N1C=NC2=C1C=CC(=C2)N2C(N(CC2)C)=O (2-[(S)-1-Phenylethylamino]-4-[5-(3-methylimidazolidin-2-on-1-yl)benzimidazol-1-yl]pyrimidine). Isolated yield 43.5%. As a reaction SMILES: [C:1]1([C@@H:7]([NH:9][C:10]2[N:15]=[C:14]([N:16]3[C:20]4[CH:21]=[CH:22][C:23]([N:25]5[CH2:29][CH2:28][NH:27][C:26]5=[O:30])=[CH:24][C:19]=4[N:18]=[CH:17]3)[CH:13]=[CH:12][N:11]=2)[CH3:8])[CH:6]=[CH:5][CH:4]=[CH:3][CH:2]=1.[H-].[Na+].I[CH3:34]>CN(C=O)C>[C:1]1([C@@H:7]([NH:9][C:10]2[N:15]=[C:14]([N:16]3[C:20]4[CH:21]=[CH:22][C:23]([N:25]5[CH2:29][CH2:28][N:27]([CH3:34])[C:26]5=[O:30])=[CH:24][C:19]=4[N:18]=[CH:17]3)[CH:13]=[CH:12][N:11]=2)[CH3:8])[CH:6]=[CH:5][CH:4]=[CH:3][CH:2]=1 |f:1.2|. Reported procedure: To a solution of 2-[(S)-1-Phenylethylamino]-4-[5-(imidazolidin-2-on-1-yl)benzimidazol-1-yl]pyrimidine (Example 385) (0.025 mmol) in anhydrous DMF (0.2 ml) under nitrogen was added NaH (60%) in one portion. After stirring for ten minutes, iodomethane (0.028 mmol) was added dropwise. The reaction was stirred at room temperature for 2.5 h. and quenched with water. The mixture was extracted with methylene chloride. The organic extracts were combined, washed with brine and dried over MgSO4. Removal o...